Task: describe an organic reaction: reactants, conditions, products, and yield. Dataset: the Open Reaction Database (ORD), a public repository of structured organic reaction records The product is C(C)NC(=O)C1=NOC(=C1NC(C)=O)C1=C(C=C(C(=C1)Cl)O)O (4-acetylamino-5-(5-chloro-2,4-dihydroxy-phenyl)-isoxazole-3-carboxylic acid ethylamide). Run in C(Cl)Cl (DCM), C(Cl)Cl (DCM). Starting materials: C(C)NC(=O)C1=NOC(=C1NC(C)=O)C1=C(C=C(C(=C1)Cl)OCC1=CC=CC=C1)OCC1=CC=CC=C1 (4-acetylamino-5-(2,4-bis-benzyloxy-5-chloro-phenyl)-isoxazole-3-carboxylic acid ethylamide), B(Cl)(Cl)Cl (BCl3). Procedure details: A solution of 4-acetylamino-5-(2,4-bis-benzyloxy-5-chloro-phenyl)-isoxazole-3-carboxylic acid ethylamide (0.35 mmol) in DCM (10 ml) under inert atmosphere was cooled at 0° C. and BCl3 in DCM (1M, 1.05 mmol, 1.05 ml) was added dropwise. The reaction was stirred at 0° C. for 20 min, the cooling bath was then removed and the mixture stirred for a further 50 min. The mixture was cooled back and then quenched by cautious addition of saturated aqueous NaHCO3 solution (20 ml). The DCM was removed under... Conditions: temperature 0 celsius, time 20 minute. As a reaction SMILES: [CH2:1]([NH:3][C:4]([C:6]1[C:10]([NH:11][C:12](=[O:14])[CH3:13])=[C:9]([C:15]2[CH:20]=[C:19]([Cl:21])[C:18]([O:22]CC3C=CC=CC=3)=[CH:17][C:16]=2[O:30]CC2C=CC=CC=2)[O:8][N:7]=1)=[O:5])[CH3:2].B(Cl)(Cl)Cl>C(Cl)Cl>[CH2:1]([NH:3][C:4]([C:6]1[C:10]([NH:11][C:12](=[O:14])[CH3:13])=[C:9]([C:15]2[CH:20]=[C:19]([Cl:21])[C:18]([OH:22])=[CH:17][C:16]=2[OH:30])[O:8][N:7]=1)=[O:5])[CH3:2]. The reactants are [OH-].[Na+] (sodium hydroxide), FC=1C=CC2=C(C(N3[C@H](C=4N2C=NC4C(=O)OCC)CCC3)=O)C1F (ethyl (5)-7,8-difluoro-9-oxo-11,12,13,13a-tetrahydro-9H-imidazo[1,5-a]pyrrolo[2,1-c][1,4]benzodiazepine-1-carboxylate). Solvent: C(C)O (ethanol), O (water). The product is FC=1C=CC2=C(C(N3[C@H](C=4N2C=NC4C(=O)O)CCC3)=O)C1F ((S)-7,8-difluoro-9-oxo-11,12,13,13a-tetrahydro-9H-imidazo[1,5-a]pyrrolo[2,1-c][1,4]benzodiazepine-1-carboxylic acid). Isolated yield 98.5%. Reaction SMILES: [OH-].[Na+].[F:3][C:4]1[CH:5]=[CH:6][C:7]2[N:13]3[CH:14]=[N:15][C:16]([C:17]([O:19]CC)=[O:18])=[C:12]3[C@@H:11]3[CH2:22][CH2:23][CH2:24][N:10]3[C:9](=[O:25])[C:8]=2[C:26]=1[F:27]>C(O)C.O>[F:3][C:4]1[CH:5]=[CH:6][C:7]2[N:13]3[CH:14]=[N:15][C:16]([C:17]([OH:19])=[O:18])=[C:12]3[C@@H:11]3[CH2:22][CH2:23][CH2:24][N:10]3[C:9](=[O:25])[C:8]=2[C:26]=1[F:27] |f:0.1|. Procedure: 20.7 ml (82.7 mmol) of 4N sodium hydroxide solution were added dropwise to a suspension of 22.1 g (63.6 mmol) of ethyl (5)-7,8-difluoro-9-oxo-11,12,13,13a-tetrahydro-9H-imidazo[1,5-a]pyrrolo[2,1-c][1,4]benzodiazepine-1-carboxylate in 55 ml of ethanol and 90 ml of water and heated at reflux for 45 minutes. Subsequently, the ethanol was distilled off. The aqueous phase was washed twice with methylene chloride and adjusted to pH=3 with 4N hydrochloric acid. Extraction with methylene chloride (five ... Starting materials: [Si](C)(C)(C(C)(C)C)O[C@H]1CC[C@H](CC1)N1C=C(C=2C(=NC=CC21)OC)C2=CC=C(C=C2)S(=O)(=O)N (4-(1-(cis-4-((tert-butyl(dimethyl)silyl)oxy)cyclohexyl)-4-methoxy-1H-pyrrolo[3,2-c]pyridin-3-yl)benzenesulfonamide), [I-].[Na+] (sodium iodide), Cl[Si](C)(C)C (chloro(trimethyl)silane), C(O)([O-])=O.[Na+] (sodium hydrogencarbonate). Solvent: C(C)#N (acetonitrile). Conditions: temperature 50 celsius, time 8 hour. Yields the product O[C@H]1CC[C@H](CC1)N1C=C(C=2C(NC=CC21)=O)C2=CC=C(C=C2)S(=O)(=O)N (4-(1-(cis-4-hydroxycyclohexyl)-4-oxo-4,5-dihydro-1H-pyrrolo[3,2-c]pyridin-3-yl)benzenesulfonamide). The yield is 81.9%. As a reaction SMILES: [Si]([O:8][C@@H:9]1[CH2:14][CH2:13][C@H:12]([N:15]2[C:23]3[CH:22]=[CH:21][N:20]=[C:19]([O:24]C)[C:18]=3[C:17]([C:26]3[CH:31]=[CH:30][C:29]([S:32]([NH2:35])(=[O:34])=[O:33])=[CH:28][CH:27]=3)=[CH:16]2)[CH2:11][CH2:10]1)(C(C)(C)C)(C)C.[I-].[Na+].Cl[Si](C)(C)C.C(=O)([O-])O.[Na+]>C(#N)C>[OH:8][C@@H:9]1[CH2:14][CH2:13][C@H:12]([N:15]2[C:23]3[CH:22]=[CH:21][NH:20][C:19](=[O:24])[C:18]=3[C:17]([C:26]3[CH:31]=[CH:30][C:29]([S:32]([NH2:35])(=[O:34])=[O:33])=[CH:28][CH:27]=3)=[CH:16]2)[CH2:11][CH2:10]1 |f:1.2,4.5|. Procedure details: To a solution of 4-(1-(cis-4-((tert-butyl(dimethyl)silyl)oxy)cyclohexyl)-4-methoxy-1H-pyrrolo[3,2-c]pyridin-3-yl)benzenesulfonamide (20.0 mg) in acetonitrile (2 mL) were added sodium iodide (14.5 mg) and chloro(trimethyl)silane (0.049 mL), and the mixture was stirred overnight at 50° C. To the reaction mixture was added saturated aqueous sodium hydrogencarbonate solution, and the mixture was extracted with ethyl acetate. The organic layer was washed with saturated brine, dried over anhydrous sod... The reactants are COc1ccc2cc(Br)ccc2c1, [Cd+2], [Cl-], [Cl-], [Mg], C1CCOC1. Yields the product [Cl-], COc1ccc2cc([Cd+])ccc2c1. Reaction SMILES: [Br:1][c:2]1[cH:3][c:4]2[cH:5][cH:6][c:7]([O:12][CH3:13])[cH:8][c:9]2[cH:10][cH:11]1.[Cd+2:16].[Cl-:15].[Cl-:17].[Mg:14].[O:18]1[CH2:19][CH2:20][CH2:21][CH2:22]1>>[Cl-:15].[c:2]1([Cd+:16])[cH:3][c:4]2[cH:5][cH:6][c:7]([O:12][CH3:13])[cH:8][c:9]2[cH:10][cH:11]1. Reactants: C1(CCCC1)N1CCC(CC1)CCCC(=N)NO (4-(1-cyclopentylpiperidin-4-yl)-N-hydroxybutyramidine), C1(CC1)C(=O)Cl (cyclopropylcarbonyl chloride). Product: Cl.C1(CCCC1)N1CCC(CC1)CCCC1=NOC(=N1)C1CC1 (1-Cyclopentyl-4-{3-[5-cyclopropyl[1,2,4]oxadiazol-3-yl]propyl}piperidine, hydrochloride). Reaction SMILES: [CH:1]1([N:6]2[CH2:11][CH2:10][CH:9]([CH2:12][CH2:13][CH2:14][C:15]([NH:17][OH:18])=[NH:16])[CH2:8][CH2:7]2)[CH2:5][CH2:4][CH2:3][CH2:2]1.[CH:19]1([C:22]([Cl:24])=O)[CH2:21][CH2:20]1>>[ClH:24].[CH:1]1([N:6]2[CH2:7][CH2:8][CH:9]([CH2:12][CH2:13][CH2:14][C:15]3[N:16]=[C:22]([CH:19]4[CH2:21][CH2:20]4)[O:18][N:17]=3)[CH2:10][CH2:11]2)[CH2:2][CH2:3][CH2:4][CH2:5]1 |f:2.3|. Procedure: The title compound was prepared by a similar procedure to that described in Example 3, starting from 4-(1-cyclopentylpiperidin-4-yl)-N-hydroxybutyramidine and cyclopropylcarbonyl chloride.